Dataset: the Open Reaction Database (ORD), a public repository of structured organic reaction records. Task: describe an organic reaction: reactants, conditions, products, and yield The reactants are Cl (hydrochloric acid), OCCC1=C(C(=C(C(=C1O)OC)OC)O)C (6-(2-hydroxyethyl)-2,3-dimethoxy-5-methylhydroquinone), [H-].[Na+] (sodium hydride), CI (methyl iodide), C(OC)COC (dimethoxyethane), C(OC)COC (DME). The product is COC1=C(C(=C(C(=C1CCOC)C)OC)OC)OC (1,2,3,4-tetramethoxy-5-methyl-6-(2-methoxyethyl)benzene). As a reaction SMILES: OC[CH2:3][C:4]1[C:9]([OH:10])=[C:8]([O:11][CH3:12])[C:7]([O:13][CH3:14])=[C:6](O)[C:5]=1C.[H-].[Na+].[CH3:19]I.Cl.[CH2:22]([CH2:25][O:26][CH3:27])[O:23][CH3:24]>>[CH3:24][O:23][C:22]1[C:5]([CH2:6][CH2:7][O:13][CH3:14])=[C:4]([CH3:3])[C:9]([O:10][CH3:19])=[C:8]([O:11][CH3:12])[C:25]=1[O:26][CH3:27] |f:1.2|. Procedure details: 6-(2-Hydroxyethyl)-2,3-dimethoxy-5-methyl-1,4-benzoquinone (350 mg) which was obtained in Example 3 was treated with sodium hydrosulfite to give 6-(2-hydroxyethyl)-2,3-dimethoxy-5-methylhydroquinone (313 mg). A solution of the hydroquinone (290 mg) in dimethoxyethane (DME, 4 ml) was added dropwise to a suspension of 60% sodium hydride (450 mg) and methyl iodide (2.7 ml) in DME (3 ml) within 90 minutes at 45°-60° C. After cooling, the reaction mixture was treated with diluted hydrochloric acid. T... The reactants are O=C1CN(S(=O)(=O)CC(Cc2ccccc2)C(=O)OCc2ccccc2)CCN1, CO. Product: O=C1CN(S(=O)(=O)CC(Cc2ccccc2)C(=O)O)CCN1. As a reaction SMILES: [CH2:1]([c:2]1[cH:3][cH:4][cH:5][cH:6][cH:7]1)[CH:8]([C:9](=[O:10])[O:11][CH2:12][c:13]1[cH:14][cH:15][cH:16][cH:17][cH:18]1)[CH2:19][S:20](=[O:21])(=[O:22])[N:23]1[CH2:24][C:25](=[O:29])[NH:26][CH2:27][CH2:28]1.[CH3:30][OH:31]>>[CH2:1]([c:2]1[cH:3][cH:4][cH:5][cH:6][cH:7]1)[CH:8]([C:9](=[O:10])[OH:11])[CH2:19][S:20](=[O:21])(=[O:22])[N:23]1[CH2:24][C:25](=[O:29])[NH:26][CH2:27][CH2:28]1. The reactants are CCOC(=O)CC(=O)OCC, Cl, [K+], [K+], COC(=O)c1c(Cl)ccc([N+](=O)[O-])c1N, O=C([O-])[O-], CN(C)C=O. Yields the product CCOC(=O)C(C(=O)OCC)c1ccc([N+](=O)[O-])c(N)c1C(=O)OC. As a reaction SMILES: [C:16]([CH2:17][C:18](=[O:19])[O:20][CH2:21][CH3:22])(=[O:23])[O:24][CH2:25][CH3:26].[ClH:33].[K+:27].[K+:28].[NH2:1][c:2]1[c:3]([C:4](=[O:5])[O:6][CH3:7])[c:8]([Cl:15])[cH:9][cH:10][c:11]1[N+:12](=[O:13])[O-:14].[O-:29][C:30]([O-:31])=[O:32].[O:34]=[CH:35][N:36]([CH3:37])[CH3:38]>>[NH2:1][c:2]1[c:3]([C:4](=[O:5])[O:6][CH3:7])[c:8]([CH:17]([C:16](=[O:23])[O:24][CH2:25][CH3:26])[C:18](=[O:19])[O:20][CH2:21][CH3:22])[cH:9][cH:10][c:11]1[N+:12](=[O:13])[O-:14]. As a reaction SMILES: [CH2:80]1[O:81][CH2:82][CH2:83][CH2:84]1.[CH3:85][CH2:86][O:87][C:88](=[O:89])[CH3:90].[F:13][C:14]([c:15]1[cH:16][cH:17][c:18]([CH:21]=[CH:22][c:23]2[o:24][cH:25][c:26]([CH2:28][O:29][c:30]3[cH:31][cH:32][c:33]([CH2:36][CH2:37][CH2:38][CH2:39][n:40]4[c:41]([CH2:45][CH2:46][OH:47])[n:42][cH:43][cH:44]4)[cH:34][cH:35]3)[n:27]2)[cH:19][cH:20]1)([F:48])[F:49].[O:1]=[C:2]([O:3][CH2:4][CH3:5])[N:6]=[N:7][C:8]([O:9][CH2:10][CH3:11])=[O:12].[O:50]=[C:51]1[NH:52][C:53](=[O:54])[c:55]2[cH:56][cH:57][cH:58][cH:59][c:60]21.[c:61]1([P:62]([c:63]2[cH:64][cH:65][cH:66][cH:67][cH:68]2)[c:69]2[cH:70][cH:71][cH:72][cH:73][cH:74]2)[cH:75][cH:76][cH:77][cH:78][cH:79]1>>[F:13][C:14]([c:15]1[cH:16][cH:17][c:18]([CH:21]=[CH:22][c:23]2[o:24][cH:25][c:26]([CH2:28][O:29][c:30]3[cH:31][cH:32][c:33]([CH2:36][CH2:37][CH2:38][CH2:39][n:40]4[c:41]([CH2:45][CH2:46][N:52]5[C:51](=[O:50])[c:60]6[c:55]([cH:56][cH:57][cH:58][cH:59]6)[C:53]5=[O:54])[n:42][cH:43][cH:44]4)[cH:34][cH:35]3)[n:27]2)[cH:19][cH:20]1)([F:48])[F:49]. The product is O=C1c2ccccc2C(=O)N1CCc1nccn1CCCCc1ccc(OCc2coc(C=Cc3ccc(C(F)(F)F)cc3)n2)cc1. The reactants are C1CCOC1, CCOC(C)=O, OCCc1nccn1CCCCc1ccc(OCc2coc(C=Cc3ccc(C(F)(F)F)cc3)n2)cc1, CCOC(=O)N=NC(=O)OCC, O=C1NC(=O)c2ccccc21, c1ccc(P(c2ccccc2)c2ccccc2)cc1. Starting materials: ClC=1C=C2C(N(C(NC2=CC1)=O)CC(=O)OCC)=O (ethyl 6-chloro-1,4-dihydro-2,4-dioxo-3(2H)-quinazolineacetate), C([O-])([O-])=O.[K+].[K+] (potassium carbonate), ice water, BrC1=CC(=C(CBr)C=C1)F (4-bromo-2-fluorobenzyl bromide). Run in CN(C=O)C (dimethylformamide). The product is BrC1=CC(=C(C=C1)CN1C(N(C(C2=CC(=CC=C12)Cl)=O)CC(=O)OCC)=O)F (Ethyl 1-(4-bromo-2-fluorophenyl)methyl-6-chloro-1,4-dihydro-2,4-dioxo-3(2H)-quinazolineacetate). The yield is 72.2%. Reaction SMILES: [Cl:1][C:2]1[CH:3]=[C:4]2[C:9](=[CH:10][CH:11]=1)[NH:8][C:7](=[O:12])[N:6]([CH2:13][C:14]([O:16][CH2:17][CH3:18])=[O:15])[C:5]2=[O:19].C(=O)([O-])[O-].[K+].[K+].[Br:26][C:27]1[CH:34]=[CH:33][C:30]([CH2:31]Br)=[C:29]([F:35])[CH:28]=1>CN(C)C=O>[Br:26][C:27]1[CH:34]=[CH:33][C:30]([CH2:31][N:8]2[C:9]3[C:4](=[CH:3][C:2]([Cl:1])=[CH:11][CH:10]=3)[C:5](=[O:19])[N:6]([CH2:13][C:14]([O:16][CH2:17][CH3:18])=[O:15])[C:7]2=[O:12])=[C:29]([F:35])[CH:28]=1 |f:1.2.3|. Procedure details: Into 250 ml of dried dimethylformamide were dissolved 10 g of ethyl 6-chloro-1,4-dihydro-2,4-dioxo-3(2H)-quinazolineacetate, and 4.86 g of potassium carbonate were added and 10.40 g of 4-bromo-2-fluorobenzyl bromide were added under stirring. After stirring for 1 hour at 60° C., the reaction mixture was poured into 400 ml of ice water and the crystals were collected by filtration. They were recrystallized from ethanol to obtain 12.0 g of title compound. m.p. 145°-146° C. The reactants are C1(CC1)N1N=C2C=CC(=CC2=C1C)N1C(C=C(C=C1)O)=O (1-(2-cyclopropyl-3-methyl-2H-indazol-5-yl)-4-hydroxypyridin-2(1H)-one), ClC=1C=CC(=NC1)CO ((5-chloropyridin-2-yl)methanol), bis(2-methoxyethyl)azodicarboxylate, CP(C)C (trimethylphosphine). Solvent: C(C)(=O)OCC (ethyl acetate), O1CCCC1 (tetrahydrofuran). Conditions: time 2 hour. Product: ClC=1C=CC(=NC1)COC1=CC(N(C=C1)C1=CC2=C(N(N=C2C=C1)C1CC1)C)=O (4-[(5-chloropyridin-2-yl)methoxy]-1-(2-cyclopropyl-3-methyl-2H-indazol-5-yl)pyridin-2(1H)-one). Isolated yield 50.7%. Reaction SMILES: [CH:1]1([N:4]2[C:12]([CH3:13])=[C:11]3[C:6]([CH:7]=[CH:8][C:9]([N:14]4[CH:19]=[CH:18][C:17]([OH:20])=[CH:16][C:15]4=[O:21])=[CH:10]3)=[N:5]2)[CH2:3][CH2:2]1.[Cl:22][C:23]1[CH:24]=[CH:25][C:26]([CH2:29]O)=[N:27][CH:28]=1.CP(C)C>O1CCCC1.C(OCC)(=O)C>[Cl:22][C:23]1[CH:24]=[CH:25][C:26]([CH2:29][O:20][C:17]2[CH:18]=[CH:19][N:14]([C:9]3[CH:8]=[CH:7][C:6]4[C:11](=[C:12]([CH3:13])[N:4]([CH:1]5[CH2:2][CH2:3]5)[N:5]=4)[CH:10]=3)[C:15](=[O:21])[CH:16]=2)=[N:27][CH:28]=1. Procedure: To a solution of 1-(2-cyclopropyl-3-methyl-2H-indazol-5-yl)-4-hydroxypyridin-2(1H)-one (30 mg) in tetrahydrofuran (2 ml) were added (5-chloropyridin-2-yl)methanol (31 mg), bis(2-methoxyethyl)azodicarboxylate (55 mg) and trimethylphosphine (1 M tetrahydrofuran solution, 235 μl) at room temperature, and the mixture was stirred at the same temperature for 2 hr. The mixture was diluted with ethyl acetate, and washed with water, 1 M aqueous sodium hydroxide solution and saturated brine. The organic l... The reactants are COc1ccc(COc2cnc(COC(C)=O)cc2OS(=O)(=O)C(F)(F)F)cc1, CC(=O)[O-], CC(=O)[O-], CC(C)(C)[S-], Cc1ccccc1, [Na+], [Pd+2]. Product: COc1ccc(COc2cnc(COC(C)=O)cc2SC(C)(C)C)cc1. RXN SMILES: [C:1]([CH3:2])(=[O:3])[O:4][CH2:5][c:6]1[n:7][cH:8][c:9]([O:20][CH2:21][c:22]2[cH:23][cH:24][c:25]([O:28][CH3:29])[cH:26][cH:27]2)[c:10]([O:12][S:13]([C:14]([F:15])([F:16])[F:17])(=[O:18])=[O:19])[cH:11]1.[C:43]([O-:44])(=[O:45])[CH3:46].[C:48]([O-:49])(=[O:50])[CH3:51].[CH3:30][C:31]([CH3:32])([CH3:33])[S-:34].[CH3:36][c:37]1[cH:38][cH:39][cH:40][cH:41][cH:42]1.[Na+:35].[Pd+2:47]>>[C:1]([CH3:2])(=[O:3])[O:4][CH2:5][c:6]1[n:7][cH:8][c:9]([O:20][CH2:21][c:22]2[cH:23][cH:24][c:25]([O:28][CH3:29])[cH:26][cH:27]2)[c:10]([S:34][C:31]([CH3:30])([CH3:32])[CH3:33])[cH:11]1.